From a dataset of the Open Reaction Database (ORD), a public repository of structured organic reaction records. describe an organic reaction: reactants, conditions, products, and yield The reactants are S(=O)(Cl)Cl (thionyl chloride), C(C)C=1N=C(SC1)[C@H](CC1=CC=C(C=C1)[N+](=O)[O-])N ((S)-1-(4-ethylthiazol-2-yl)-2-(4-nitrophenyl)ethanamine), C(C1=CC=CC=C1)(=O)CCC(=O)O (3-Benzoylpropionic acid), CN1C=NC=C1 (N-methyl imidazole). Solvent: C(Cl)Cl (CH2Cl2), C(Cl)Cl (CH2Cl2). Reaction conditions: time 18 hour. Product: C(C)C=1N=C(SC1)[C@H](CC1=CC=C(C=C1)[N+](=O)[O-])NC(CCC(C1=CC=CC=C1)=O)=O ((S)—N-[1-(4-ethylthiazol-2-yl)-2-(4-nitrophenyl)ethyl]-4-oxo-4-phenylbutanamide). RXN SMILES: [C:1]([CH2:9][CH2:10][C:11]([OH:13])=O)(=[O:8])[C:2]1[CH:7]=[CH:6][CH:5]=[CH:4][CH:3]=1.CN1C=CN=C1.S(Cl)(Cl)=O.[CH2:24]([C:26]1[N:27]=[C:28]([C@@H:31]([NH2:42])[CH2:32][C:33]2[CH:38]=[CH:37][C:36]([N+:39]([O-:41])=[O:40])=[CH:35][CH:34]=2)[S:29][CH:30]=1)[CH3:25]>C(Cl)Cl>[CH2:24]([C:26]1[N:27]=[C:28]([C@@H:31]([NH:42][C:11](=[O:13])[CH2:10][CH2:9][C:1](=[O:8])[C:2]2[CH:3]=[CH:4][CH:5]=[CH:6][CH:7]=2)[CH2:32][C:33]2[CH:38]=[CH:37][C:36]([N+:39]([O-:41])=[O:40])=[CH:35][CH:34]=2)[S:29][CH:30]=1)[CH3:25]. Procedure details: 3-Benzoylpropionic acid (0.250 g) is dissolved in CH2Cl2 (5 mL), N-methyl imidazole (0.333 mL) is added and the resulting solution is cooled to 0° C. after which a solution of thionyl chloride (0.320 g) in CH2Cl2 (2 mL) is added dropwise. After 0.5 hours (S)-1-(4-ethylthiazol-2-yl)-2-(4-nitrophenyl)ethanamine, 3, (0.388 g) is added. The reaction is stirred for 18 hours at room temperature and then concentrated in vacuo. The resulting residue is dissolved in EtOAc and washed with 1N HCl and brine... Starting materials: CI, CCO, Fc1ccc(C2NC(=S)NC2c2ccc(F)cc2)cc1. Product: CSC1=NC(c2ccc(F)cc2)C(c2ccc(F)cc2)N1, I. As a reaction SMILES: [CH3:21][I:22].[CH3:23][CH2:24][OH:25].[F:1][c:2]1[cH:3][cH:4][c:5]([CH:8]2[NH:9][C:10](=[S:20])[NH:11][CH:12]2[c:13]2[cH:14][cH:15][c:16]([F:19])[cH:17][cH:18]2)[cH:6][cH:7]1>>[F:1][c:2]1[cH:3][cH:4][c:5]([CH:8]2[NH:9][C:10]([S:20][CH3:21])=[N:11][CH:12]2[c:13]2[cH:14][cH:15][c:16]([F:19])[cH:17][cH:18]2)[cH:6][cH:7]1.[IH:22]. Reactants: FCCOC=1C=C(C=CC1)C=1N=C2N(C=CC(=N2)N)C1 (2-(3-(2-Fluoroethoxy)phenyl)imidazo[1,2-a]pyrimidin-7-amine), n-propylphosphonic acid anhydride, C(C)OC(=O)C=1C=NN(C1C(=O)O)C (4-(Ethoxycarbonyl)-1-methyl-1H-pyrazole-5-carboxylic acid), CCN(C(C)C)C(C)C (DIPEA). The solvent is CCOC(=O)C (EtOAc), CCOC(=O)C (EtOAc). Run at temperature 0 celsius, time 30 minute. The product is C(C)OC(=O)C=1C=NN(C1C(NC1=NC=2N(C=C1)C=C(N2)C2=CC(=CC=C2)OCCF)=O)C (5-{2-[3-(2-Fluoro-ethoxy)-phenyl]-imidazo[1,2-a]pyrimidin-7-ylcarbamoyl}-1-methyl-1H-pyrazole-4-carboxylic acid ethyl ester). RXN SMILES: [F:1][CH2:2][CH2:3][O:4][C:5]1[CH:6]=[C:7]([C:11]2[N:12]=[C:13]3[N:18]=[C:17]([NH2:19])[CH:16]=[CH:15][N:14]3[CH:20]=2)[CH:8]=[CH:9][CH:10]=1.[CH2:21]([O:23][C:24]([C:26]1[CH:27]=[N:28][N:29]([CH3:34])[C:30]=1[C:31](O)=[O:32])=[O:25])[CH3:22].CCN(C(C)C)C(C)C>CCOC(C)=O>[CH2:21]([O:23][C:24]([C:26]1[CH:27]=[N:28][N:29]([CH3:34])[C:30]=1[C:31](=[O:32])[NH:19][C:17]1[CH:16]=[CH:15][N:14]2[CH:20]=[C:11]([C:7]3[CH:8]=[CH:9][CH:10]=[C:5]([O:4][CH2:3][CH2:2][F:1])[CH:6]=3)[N:12]=[C:13]2[N:18]=1)=[O:25])[CH3:22]. Reported procedure: 2-(3-(2-Fluoroethoxy)phenyl)imidazo[1,2-a]pyrimidin-7-amine (1 eq.) was combined with EtOAc (7.50 ml) to give a light yellow suspension. 4-(Ethoxycarbonyl)-1-methyl-1H-pyrazole-5-carboxylic acid (1 eq.) and DIPEA (6 eq.) were added. The reaction mixture was cooled down to 0° C. and n-propylphosphonic acid anhydride, cyclic trimer (1.17 g, 1.1 ml, 1.84 mmol, 2.50 eq.) was added dropwise. After stirring at 0° C. during 30 min, the reaction mixture was stirred and allowed to warm-up to RT overnight... Starting materials: COC(=O)c1ccc(N)nc1, Cc1ccccc1, O=C1OC(=O)c2ccccc21, O. Product: COC(=O)c1ccc(N2C(=O)c3ccccc3C2=O)nc1. Reaction SMILES: [CH3:1][O:2][C:3]([c:4]1[cH:5][n:6][c:7]([NH2:10])[cH:8][cH:9]1)=[O:11].[CH3:24][c:25]1[cH:26][cH:27][cH:28][cH:29][cH:30]1.[O:12]=[C:13]1[O:14][C:15](=[O:16])[c:17]2[cH:18][cH:19][cH:20][cH:21][c:22]21.[OH2:23]>>[CH3:1][O:2][C:3]([c:4]1[cH:5][n:6][c:7]([N:10]2[C:13](=[O:12])[c:22]3[c:17]([cH:18][cH:19][cH:20][cH:21]3)[C:15]2=[O:14])[cH:8][cH:9]1)=[O:11]. Starting materials: CC(C=C(C=1C=C(C=CC1)C)C1=CC=2C(=NC=CC2)N1)C (2-(3-methyl-1-m-tolylbut-1-enyl)-1H-pyrrolo[2,3-b]pyridine). The reagents and catalysts are [Pd] (palladium on carbon). The solvent is O1CCCC1 (tetrahydrofuran), CO (methanol). Conditions: temperature 25 celsius, time 2 day. Product: ethyl acetate petroleum ether, CC(CC(C=1C=C(C=CC1)C)C1=CC=2C(=NC=CC2)N1)C (2-(3-methyl-1-m-tolylbutyl)-1H-pyrrolo[2,3-b]pyridine). Isolated yield 81.8%. As a reaction SMILES: [CH3:1][CH:2]([CH3:21])[CH:3]=[C:4]([C:12]1[NH:20][C:15]2=[N:16][CH:17]=[CH:18][CH:19]=[C:14]2[CH:13]=1)[C:5]1[CH:6]=[C:7]([CH3:11])[CH:8]=[CH:9][CH:10]=1>O1CCCC1.CO.[Pd]>[CH3:1][CH:2]([CH3:21])[CH2:3][CH:4]([C:12]1[NH:20][C:15]2=[N:16][CH:17]=[CH:18][CH:19]=[C:14]2[CH:13]=1)[C:5]1[CH:6]=[C:7]([CH3:11])[CH:8]=[CH:9][CH:10]=1. Reported procedure: A solution of 2-(3-methyl-1-m-tolylbut-1-enyl)-1H-pyrrolo[2,3-b]pyridine (1.30 g, 4.70 mmol) in tetrahydrofuran (20 mL) and methanol (40 mL) was treated with 10% palladium on carbon (260 mg). The reaction was stirred at 25° C. under hydrogen atmosphere for 2 d. The reaction mixture was filtered and washed with tetrahydrofuran (2×15 mL). The filtrate was concentrated in vacuo. Silica gel column chromatography (300-400 mesh, 11% ethyl acetate/petroleum ether) afforded 2-(3-methyl-1-m-tolylbutyl)-1... Starting materials: CC(C)(C)OC(=O)N1CCC(O)CC1, ClCCl, COCCN(CCOC)S(F)(F)F. Product: CC(C)(C)OC(=O)N1CCC(F)CC1. RXN SMILES: [C:14]([CH3:15])([CH3:16])([CH3:17])[O:18][C:19](=[O:20])[N:21]1[CH2:22][CH2:23][CH:24]([OH:27])[CH2:25][CH2:26]1.[CH2:28]([Cl:29])[Cl:30].[CH3:1][O:2][CH2:3][CH2:4][N:5]([S:6]([F:7])([F:8])[F:11])[CH2:9][CH2:10][O:12][CH3:13]>>[F:11][CH:24]1[CH2:23][CH2:22][N:21]([C:19]([O:18][C:14]([CH3:15])([CH3:16])[CH3:17])=[O:20])[CH2:26][CH2:25]1. Reactants: FC=1C=C(C=CC1)C1OC2=CC=C(C=C2CC1)O (2-(3-fluorophenyl)chroman-6-ol), [N+](=O)([O-])C1=C(C=CC=C1)C1OC2=CC=C(C=C2C(C1)O)O (2-(2-nitrophenyl)chroman-4,6-diol). The product is [N+](=O)([O-])C1=C(C=CC=C1)C1OC2=CC=C(C=C2CC1)O (2-(2-Nitrophenyl)chroman-6-ol). RXN SMILES: FC1C=C(C2CCC3C(=CC=C(O)C=3)O2)C=CC=1.[N+:19]([C:22]1[CH:27]=[CH:26][CH:25]=[CH:24][C:23]=1[CH:28]1[CH2:37][CH:36](O)[C:35]2[C:30](=[CH:31][CH:32]=[C:33]([OH:39])[CH:34]=2)[O:29]1)([O-:21])=[O:20]>>[N+:19]([C:22]1[CH:27]=[CH:26][CH:25]=[CH:24][C:23]=1[CH:28]1[CH2:37][CH2:36][C:35]2[C:30](=[CH:31][CH:32]=[C:33]([OH:39])[CH:34]=2)[O:29]1)([O-:21])=[O:20]. Reported procedure: 2-(2-Nitrophenyl)chroman-6-ol was prepared as described for 2-(3-fluorophenyl)chroman-6-ol in Example 9(c) starting from 2-(2-nitrophenyl)chroman-4,6-diol. 1H NMR (400 MHz, d6-DMSO) δ: 8.85 (s, 1H), 8.00 (d, 1H, J 8.0 Hz), 7.79-7.80 (m, 2H), 7.59-7.63 (m, 1H), 6.59-6.62 (m, 1H), 6.50-6.53 (m, 2H), 5.36 (dd, 1H, J 10.2, 2.0 Hz), 2.89-2.93 (m, 1H), 2.67-2.73 (m, 1H), 2.26-2.31 (m, 1H), 1.90-1.95 (m, 1H).